From a dataset of the Open Reaction Database (ORD), a public repository of structured organic reaction records. describe an organic reaction: reactants, conditions, products, and yield Reactants: CCOc1c(-c2n[nH]c3ccc(C(C)=CC(=O)OC)cc23)cc(C(C)C)cc1C(C)C, CO, Cl, [Na+], [OH-]. The product is CCOc1c(-c2n[nH]c3ccc(C(C)=CC(=O)O)cc23)cc(C(C)C)cc1C(C)C. As a reaction SMILES: [CH3:1][O:2][C:3]([CH:4]=[C:5]([CH3:6])[c:7]1[cH:8][c:9]2[c:10](-[c:16]3[c:17]([O:28][CH2:29][CH3:30])[c:18]([CH:25]([CH3:26])[CH3:27])[cH:19][c:20]([CH:22]([CH3:23])[CH3:24])[cH:21]3)[n:11][nH:12][c:13]2[cH:14][cH:15]1)=[O:31].[CH3:33][OH:34].[ClH:32].[Na+:36].[OH-:35]>>[O:2]=[C:3]([CH:4]=[C:5]([CH3:6])[c:7]1[cH:8][c:9]2[c:10](-[c:16]3[c:17]([O:28][CH2:29][CH3:30])[c:18]([CH:25]([CH3:26])[CH3:27])[cH:19][c:20]([CH:22]([CH3:23])[CH3:24])[cH:21]3)[n:11][nH:12][c:13]2[cH:14][cH:15]1)[OH:31]. Reagents/catalysts: [N+](=O)([O-])[O-].[Zn+2].[N+](=O)([O-])[O-] (zinc nitrate), [O-2].[Zn+2] (zinc oxide). Reported procedure: 5 ml of 35 wt % lanthanum nitrate aqueous solution was prepared and its pH value was adjusted to 4.0 by KOH, while 95 ml of 70 wt % zinc nitrate aqueous solution was prepared and its pH value was adjusted to 2.0 by KOH or NH3.H2O. Said solutions were sprayed and impregnated on 70 g of active carbon carrier for 1 hr by equal-volume spraying and impregnating process, respectively, and the carrier with active component supported thereon was then dried at 150° C. for 8 hrs and calcined at 700° C. fo... Product: [N+](=O)([O-])[O-].[La+3].[N+](=O)([O-])[O-].[N+](=O)([O-])[O-] (lanthanum nitrate). Run at time 1 hour. Starting materials: [OH-].[K+] (KOH), [O-2].[La+3].[O-2].[O-2].[La+3] (lanthanum oxide), [OH-].[K+] (KOH), N.O (NH3.H2O). Reaction SMILES: [OH-:1].[K+].[NH3:3].[OH2:4].[O-2:5].[La+3:6].[O-2].[O-2].[La+3]>[N+]([O-])([O-])=O.[Zn+2].[N+]([O-])([O-])=O.[O-2].[Zn+2]>[N+:3]([O-:5])([O-:4])=[O:1].[La+3:6].[N+:3]([O-:5])([O-:4])=[O:1].[N+:3]([O-:5])([O-:4])=[O:1] |f:0.1,2.3,4.5.6.7.8,9.10.11,12.13,14.15.16.17|. Reactants: N[C@H](CN1N=C(C=C1)C1=CC(=C(C#N)C=C1)Cl)C ((S)-4-(1-(2-aminopropyl)-1H-pyrazol-3-yl)-2-chlorobenzonitrile), OCC1=CC(=NO1)C(=O)O (5-(hydroxymethyl)isoxazole-3-carboxylic acid). Yields the product ClC=1C=C(C=CC1C#N)C1=NN(C=C1)C[C@H](C)NC(=O)C1=NOC(=C1)CO ((S)—N-(1-(3-(3-chloro-4-cyanophenyl)-1H-pyrazol-1-yl)propan-2-yl)-5-(hydroxymethyl)isoxazole-3-carboxamide). Yield: 1.9%. Reaction SMILES: [NH2:1][C@@H:2]([CH3:18])[CH2:3][N:4]1[CH:8]=[CH:7][C:6]([C:9]2[CH:16]=[CH:15][C:12]([C:13]#[N:14])=[C:11]([Cl:17])[CH:10]=2)=[N:5]1.[OH:19][CH2:20][C:21]1[O:25][N:24]=[C:23]([C:26](O)=[O:27])[CH:22]=1>>[Cl:17][C:11]1[CH:10]=[C:9]([C:6]2[CH:7]=[CH:8][N:4]([CH2:3][C@@H:2]([NH:1][C:26]([C:23]3[CH:22]=[C:21]([CH2:20][OH:19])[O:25][N:24]=3)=[O:27])[CH3:18])[N:5]=2)[CH:16]=[CH:15][C:12]=1[C:13]#[N:14]. Reported procedure: (S)—N-(1-(3-(3-chloro-4-cyanophenyl)-1H-pyrazol-1-yl)propan-2-yl)-5-(hydroxymethyl)isoxazole-3-carboxamide was prepared using the method of Example 34(d) starting from (S)-4-(1-(2-aminopropyl)-1H-pyrazol-3-yl)-2-chlorobenzonitrile (200 mg, 0.675 mmol) and 5-(hydroxymethyl)isoxazole-3-carboxylic acid (126 mg, 0.878 mmol). The product purified twice by Flash-chromatography (normal phase and reverse phase) and triturated using diethyl ether. Yield 1.9%. 1H-NMR (400 MHz; MeOD): δ 1.26 (d, 3H), 4.28-... The reactants are ClC=1C=CC2=C(CCCCN2C(C2=CN=C(C=C2)NC(C2=C(C=CC=C2)OCCCC(=O)OCC)=O)=O)C1 (7-chloro-1-{6-[2-(3-ethoxycarbonylpropoxy)benzoyl-amino]nicotinoyl}-2,3,4,5-tetrahydro-1H-benzazepine), CO[BH-](OC)OC.[Na+] (sodium trimethoxyborohydride), Cl (hydrochloric acid). Solvent: COCCOC (ethylene glycol dimethyl ether). Yields the product ClC=1C=CC2=C(CCCCN2C(C2=CN=C(C=C2)NC(C2=C(C=CC=C2)OCCCCO)=O)=O)C1 (7-chloro-1-{6-[2-(4-hydroxybutoxy)benzoylamino]nicotinoyl}-2,3,4,5-tetrahydro-1H-benzazepine). Yield: 48.6%. As a reaction SMILES: [Cl:1][C:2]1[CH:3]=[CH:4][C:5]2[N:11]([C:12](=[O:37])[C:13]3[CH:18]=[CH:17][C:16]([NH:19][C:20](=[O:36])[C:21]4[CH:26]=[CH:25][CH:24]=[CH:23][C:22]=4[O:27][CH2:28][CH2:29][CH2:30][C:31](OCC)=[O:32])=[N:15][CH:14]=3)[CH2:10][CH2:9][CH2:8][CH2:7][C:6]=2[CH:38]=1.CO[BH-](OC)OC.[Na+].Cl>COCCOC>[Cl:1][C:2]1[CH:3]=[CH:4][C:5]2[N:11]([C:12](=[O:37])[C:13]3[CH:18]=[CH:17][C:16]([NH:19][C:20](=[O:36])[C:21]4[CH:26]=[CH:25][CH:24]=[CH:23][C:22]=4[O:27][CH2:28][CH2:29][CH2:30][CH2:31][OH:32])=[N:15][CH:14]=3)[CH2:10][CH2:9][CH2:8][CH2:7][C:6]=2[CH:38]=1 |f:1.2|. Procedure: To a solution of 7-chloro-1-{6-[2-(3-ethoxycarbonylpropoxy)benzoyl-amino]nicotinoyl}-2,3,4,5-tetrahydro-1H-benzazepine (2.5 g)in ethylene glycol dimethyl ether (70 ml)is added sodium trimethoxyborohydride (3.78 g), and the mixture is refluxed for 3 hours. The reaction solution is gradually poured into diluted hydrochloric acid, and the mixture is extracted with ethyl acetate. The extract is washed with water, dried over magnesium sulfate, and evaporated under reduced pressure to remove the solve... Starting materials: C[Si](C)(C)CCOCN1C(=O)CN(c2ccc(-n3cc(-c4ccc(Cl)cc4Cl)nc3Cc3ccc(Br)cc3)cc2)S1(=O)=O, Nc1ccc(B(O)O)cc1. Yields the product C[Si](C)(C)CCOCN1C(=O)CN(c2ccc(-n3cc(-c4ccc(Cl)cc4Cl)nc3Cc3ccc(-c4ccc(N)cc4)cc3)cc2)S1(=O)=O. Reaction SMILES: [Br:1][c:2]1[cH:3][cH:4][c:5]([CH2:6][c:7]2[n:8](-[c:20]3[cH:21][cH:22][c:23]([N:26]4[CH2:27][C:28](=[O:41])[N:29]([CH2:33][O:34][CH2:35][CH2:36][Si:37]([CH3:38])([CH3:39])[CH3:40])[S:30]4(=[O:31])=[O:32])[cH:24][cH:25]3)[cH:9][c:10](-[c:12]3[c:13]([Cl:19])[cH:14][c:15]([Cl:18])[cH:16][cH:17]3)[n:11]2)[cH:42][cH:43]1.[NH2:44][c:45]1[cH:46][cH:47][c:48]([B:51]([OH:52])[OH:53])[cH:49][cH:50]1>>[c:2]1(-[c:48]2[cH:47][cH:46][c:45]([NH2:44])[cH:50][cH:49]2)[cH:3][cH:4][c:5]([CH2:6][c:7]2[n:8](-[c:20]3[cH:21][cH:22][c:23]([N:26]4[CH2:27][C:28](=[O:41])[N:29]([CH2:33][O:34][CH2:35][CH2:36][Si:37]([CH3:38])([CH3:39])[CH3:40])[S:30]4(=[O:31])=[O:32])[cH:24][cH:25]3)[cH:9][c:10](-[c:12]3[c:13]([Cl:19])[cH:14][c:15]([Cl:18])[cH:16][cH:17]3)[n:11]2)[cH:42][cH:43]1. The reactants are [PH2](=O)[O-].[Na+] (Sodium hypophosphite), O=C1NC2=CC=CC=C2[C@@]12[C@@H](C2)C2=CC=C1C(=NNC1=C2)C#N (6-((1R*,2S*)-2′-oxospiro[cyclopropane-1,3′-indoline]-2-yl)-1H-indazole-3-carbonitrile). Reagents/catalysts: [Ni] (Raney Nickel). Solvent: O (water), O (water), N1=CC=CC=C1 (pyridine). Reaction conditions: time 8 hour. Yields the product O=C1NC2=CC=CC=C2[C@@]12[C@@H](C2)C2=CC=C1C(=NNC1=C2)C=O (6-((1R*,2S*)-2′-oxospiro[cyclopropane-1,3′-indoline]-2-yl)-1H-indazole-3-carbaldehyde). Yield: 30.0%. RXN SMILES: [O:1]=[C:2]1[C@@:10]2([CH2:12][C@H:11]2[C:13]2[CH:21]=[C:20]3[C:16]([C:17]([C:22]#N)=[N:18][NH:19]3)=[CH:15][CH:14]=2)[C:9]2[C:4](=[CH:5][CH:6]=[CH:7][CH:8]=2)[NH:3]1.[PH2]([O-])=[O:25].[Na+]>N1C=CC=CC=1.O.[Ni]>[O:1]=[C:2]1[C@@:10]2([CH2:12][C@H:11]2[C:13]2[CH:21]=[C:20]3[C:16]([C:17]([CH:22]=[O:25])=[N:18][NH:19]3)=[CH:15][CH:14]=2)[C:9]2[C:4](=[CH:5][CH:6]=[CH:7][CH:8]=2)[NH:3]1 |f:1.2|. Procedure: To a solution of 6-((1R*,2S*)-2′-oxospiro[cyclopropane-1,3′-indoline]-2-yl)-1H-indazole-3-carbonitrile (1 g, 3.3 mmol) in pyridine (30 mL) acetic acid (8 mL) and water (8 mL) and Raney Nickel (1 g). Sodium hypophosphite (1.8 g, 21 mmol) was dissolved in water (10 mL) and added dropwise and the reaction was stirred overnight. The product was extracted into ethyl acetate (300 mL), washed with brine (50 mL), dried over MgSO4 and concentrated to dryness. The residue was purified by silica gel chroma... The reactants are C(C)OC(=O)C1(CC2=CC=CC=C2C1)NC(C1=C(C(=CC=C1)C)OCC#C)=O (2-(3-methyl-2-prop-2-ynyloxy-benzoylamino)-indan-2-carboxylic acid ethyl ester), [Li+].[OH-] (LiOH), O1CCOCC1 (1,4-dioxane), CO (MeOH). Solvent: CO.C(Cl)Cl (MeOH DCM), O (water). Run at time 108 hour. Yields the product CC=1C(=C(C(=O)NC2(CC3=CC=CC=C3C2)C(=O)O)C=CC1)OCC#C (2-(3-Methyl-2-prop-2-ynyloxy-benzoylamino)-indan-2-carboxylic acid). Yield: 108.0%. RXN SMILES: C([O:3][C:4]([C:6]1([NH:15][C:16](=[O:28])[C:17]2[CH:22]=[CH:21][CH:20]=[C:19]([CH3:23])[C:18]=2[O:24][CH2:25][C:26]#[CH:27])[CH2:14][C:13]2[C:8](=[CH:9][CH:10]=[CH:11][CH:12]=2)[CH2:7]1)=[O:5])C.O1CCOCC1.CO.[Li+].[OH-]>CO.C(Cl)Cl.O>[CH3:23][C:19]1[C:18]([O:24][CH2:25][C:26]#[CH:27])=[C:17]([CH:22]=[CH:21][CH:20]=1)[C:16]([NH:15][C:6]1([C:4]([OH:5])=[O:3])[CH2:14][C:13]2[C:8](=[CH:9][CH:10]=[CH:11][CH:12]=2)[CH2:7]1)=[O:28] |f:3.4,5.6|. Procedure details: A 50 mL flask containing the 2-(3-methyl-2-prop-2-ynyloxy-benzoylamino)-indan-2-carboxylic acid ethyl ester (0.20 g, 0.53 mmol) is charged with 1,4-dioxane (3 mL) and MeOH (3 mL). A stirring bar is added and stirring is initiated. After dissolution, water (1.5 mL) is added followed by the LiOH (56 mg, 1.35 mmol). After 108 h, tlc analysis (silica, 10% MeOH/DCM) indicates that the starting material is completely consumed. The pH of the reaction mixture is carefully adjusted to pH 2 by slowly addi... Starting materials: CC(=O)N1CCc2cc(O)c(Br)cc21, C1CCOC1, CCOC(C)=O, OCC1=CCC2(CC1)OCCO2, CCOC(=O)N=NC(=O)OCC, c1ccc(P(c2ccccc2)c2ccccc2)cc1. The product is CC(=O)N1CCc2cc(OCC3=CCC4(CC3)OCCO4)c(Br)cc21. RXN SMILES: [C:1]([CH3:2])(=[O:3])[N:4]1[CH2:5][CH2:6][c:7]2[cH:8][c:9]([OH:14])[c:10]([Br:13])[cH:11][c:12]21.[CH2:58]1[O:59][CH2:60][CH2:61][CH2:62]1.[CH3:63][CH2:64][O:65][C:66](=[O:67])[CH3:68].[O:15]1[CH2:16][CH2:17][O:18][C:19]12[CH2:20][CH:21]=[C:22]([CH2:25][OH:26])[CH2:23][CH2:24]2.[O:46]=[C:47]([O:48][CH2:49][CH3:50])[N:51]=[N:52][C:53]([O:54][CH2:55][CH3:56])=[O:57].[c:27]1([P:28]([c:29]2[cH:30][cH:31][cH:32][cH:33][cH:34]2)[c:35]2[cH:36][cH:37][cH:38][cH:39][cH:40]2)[cH:41][cH:42][cH:43][cH:44][cH:45]1>>[C:1]([CH3:2])(=[O:3])[N:4]1[CH2:5][CH2:6][c:7]2[cH:8][c:9]([O:14][CH2:25][C:22]3=[CH:21][CH2:20][C:19]4([O:15][CH2:16][CH2:17][O:18]4)[CH2:24][CH2:23]3)[c:10]([Br:13])[cH:11][c:12]21.